From a dataset of the Open Reaction Database (ORD), a public repository of structured organic reaction records. describe an organic reaction: reactants, conditions, products, and yield Starting materials: C1COCCO1, Cn1cnc(-c2ccccc2)c1-c1cc2c(S(C)(=O)=O)ncnc2s1, N. The product is Cn1cnc(-c2ccccc2)c1-c1cc2c(N)ncnc2s1. RXN SMILES: [CH2:27]1[O:28][CH2:29][CH2:30][O:31][CH2:32]1.[CH3:1][n:2]1[cH:3][n:4][c:5](-[c:20]2[cH:21][cH:22][cH:23][cH:24][cH:25]2)[c:6]1-[c:7]1[cH:8][c:9]2[c:10]([n:11][cH:12][n:13][c:14]2[S:15]([CH3:16])(=[O:17])=[O:18])[s:19]1.[NH3:26]>>[CH3:1][n:2]1[cH:3][n:4][c:5](-[c:20]2[cH:21][cH:22][cH:23][cH:24][cH:25]2)[c:6]1-[c:7]1[cH:8][c:9]2[c:10]([n:11][cH:12][n:13][c:14]2[NH2:26])[s:19]1. Starting materials: Cc1oc(-c2ccc(Cl)cc2)nc1CBr, O=C([O-])[O-], NC(=O)c1c(F)ccc(O)c1F, [K+], [K+], CN(C)C=O. The product is Cc1oc(-c2ccc(Cl)cc2)nc1COc1ccc(F)c(C(N)=O)c1F. Reaction SMILES: [Br:1][CH2:2][c:3]1[n:4][c:5](-[c:9]2[cH:10][cH:11][c:12]([Cl:15])[cH:13][cH:14]2)[o:6][c:7]1[CH3:8].[C:28](=[O:29])([O-:30])[O-:31].[F:16][c:17]1[c:18]([C:19](=[O:20])[NH2:21])[c:22]([F:27])[cH:23][cH:24][c:25]1[OH:26].[K+:32].[K+:33].[O:34]=[CH:35][N:36]([CH3:37])[CH3:38]>>[CH2:2]([c:3]1[n:4][c:5](-[c:9]2[cH:10][cH:11][c:12]([Cl:15])[cH:13][cH:14]2)[o:6][c:7]1[CH3:8])[O:26][c:25]1[c:17]([F:16])[c:18]([C:19](=[O:20])[NH2:21])[c:22]([F:27])[cH:23][cH:24]1. Starting materials: BrC=1C=CC2=C(C=C(CCS2(=O)=O)C(=O)NC2=CC=C(C=C2)CN(C2CCOCC2)C)C1 (7-bromo-N-[4-[[N-methyl-N-(tetrahydropyran-4-yl)amino]methyl]phenyl]-1,1-dioxo-2,3-dihydro-1-benzothiepine-4-carboxamide), C1(=CC=CC=C1)C.C(C)O.O (toluene ethanol water), B(OC1=C(C=C(C=C1)OCCOCCC)C)([O-])[O-] (2-methyl-4-(2-propoxyethoxy)phenyl borate), C([O-])([O-])=O.[K+].[K+] (potassium carbonate). Reagents/catalysts: C=1C=CC(=CC1)[P](C=2C=CC=CC2)(C=3C=CC=CC3)[Pd]([P](C=4C=CC=CC4)(C=5C=CC=CC5)C=6C=CC=CC6)([P](C=7C=CC=CC7)(C=8C=CC=CC8)C=9C=CC=CC9)[P](C=1C=CC=CC1)(C=1C=CC=CC1)C=1C=CC=CC1 (tetrakistriphenylphosphinepalladium). Solvent: O (water). Run at time 30 minute. The product is CC1=C(C=CC(=C1)OCCOCCC)C=1C=CC2=C(C=C(CCS2(=O)=O)C(=O)NC2=CC=C(C=C2)CN(C2CCOCC2)C)C1 (7-[2-methyl-4-(2-propoxyethoxy)phenyl]-N[4-[[N-methyl-N-(tetrahydropyran-4-yl)amino]methyl]phenyl]-1,1-dioxo-2,3-dihydro-1-benzothiepine-4-carboxamide). Isolated yield 50.3%. Reaction SMILES: Br[C:2]1[CH:3]=[CH:4][C:5]2[S:11](=[O:13])(=[O:12])[CH2:10][CH2:9][C:8]([C:14]([NH:16][C:17]3[CH:22]=[CH:21][C:20]([CH2:23][N:24]([CH3:31])[CH:25]4[CH2:30][CH2:29][O:28][CH2:27][CH2:26]4)=[CH:19][CH:18]=3)=[O:15])=[CH:7][C:6]=2[CH:32]=1.C1(C)C=CC=CC=1.C(O)C.O.B([O-])([O-])O[C:46]1[CH:51]=[CH:50][C:49]([O:52][CH2:53][CH2:54][O:55][CH2:56][CH2:57][CH3:58])=[CH:48][C:47]=1[CH3:59].C(=O)([O-])[O-].[K+].[K+]>C1C=CC([P]([Pd]([P](C2C=CC=CC=2)(C2C=CC=CC=2)C2C=CC=CC=2)([P](C2C=CC=CC=2)(C2C=CC=CC=2)C2C=CC=CC=2)[P](C2C=CC=CC=2)(C2C=CC=CC=2)C2C=CC=CC=2)(C2C=CC=CC=2)C2C=CC=CC=2)=CC=1.O>[CH3:59][C:47]1[CH:48]=[C:49]([O:52][CH2:53][CH2:54][O:55][CH2:56][CH2:57][CH3:58])[CH:50]=[CH:51][C:46]=1[C:2]1[CH:3]=[CH:4][C:5]2[S:11](=[O:13])(=[O:12])[CH2:10][CH2:9][C:8]([C:14]([NH:16][C:17]3[CH:22]=[CH:21][C:20]([CH2:23][N:24]([CH3:31])[CH:25]4[CH2:30][CH2:29][O:28][CH2:27][CH2:26]4)=[CH:19][CH:18]=3)=[O:15])=[CH:7][C:6]=2[CH:32]=1 |f:1.2.3,5.6.7,^1:71,73,92,111|. Reported procedure: To 7-bromo-N-[4-[[N-methyl-N-(tetrahydropyran-4-yl)amino]methyl]phenyl]-1,1-dioxo-2,3-dihydro-1-benzothiepine-4-carboxamide (300 mg) was added toluene/ethanol/water (20/1/1, 13.9 ml) and then were added 2-methyl-4-(2-propoxyethoxy)phenyl borate (165 mg) and potassium carbonate (176 mg), and the mixture was stirred at room temperature for 30 minutes. To the mixture was added tetrakistriphenylphosphinepalladium (27 mg), and the mixture was refluxed for 14 hours and cooled to room temperature. The ... Reactants: COC=1C=CC=C(C#N)C1 (5-methoxybenzonitrile), COC=1C=CC=C(C#N)C1 (5-methoxybenzonitrile), O1CCCC=C1 (3,4-dihydro-2H-pyran), C1(=CC=C(C=C1)S(=O)(=O)[O-])C.[NH+]1=CC=CC=C1 (pyridinium p-toluene sulfonate), ClCCl.C1CCOC1 (dichloromethane THF). Run at time 48 hour. Product: ClC1=C(C#N)C=C(C(=C1)COC1OCCCC1)OC (2-chloro-5-methoxy-4-[(tetrahydro-2H-pyran-2-yloxy)methyl]benzonitrile), oil. Yield: 98.0%. As a reaction SMILES: [CH3:1][O:2][C:3]1[CH:4]=[CH:5][CH:6]=[C:7]([CH:10]=1)[C:8]#[N:9].[O:11]1[CH:16]=[CH:15][CH2:14][CH2:13][CH2:12]1.C1(C)C=CC(S([O-])(=O)=O)=CC=1.[NH+]1C=CC=CC=1.[Cl:34]CCl.C1[CH2:41][O:40]CC1>>[Cl:34][C:6]1[CH:5]=[C:4]([CH2:41][O:40][CH:16]2[CH2:15][CH2:14][CH2:13][CH2:12][O:11]2)[C:3]([O:2][CH3:1])=[CH:10][C:7]=1[C:8]#[N:9] |f:2.3,4.5|. Procedure details: To a solution of 2-chloro-4-hydroxymethyl)-5-methoxybenzonitrile (Intermediate 55; 800 mg, 4.05 mmol) in dichloromethane/THF (28 mL/12 mL) was added under nitrogen atmosphere 3,4-dihydro-2H-pyran (0.444 mL, 4.86 mmol) and pyridinium p-toluene sulfonate (100 mg, 0.4 mmol). The reaction mixture was stirred for 48 hours at room temperature. The solvent was removed under reduced pressure and the crude obtained was partitioned between ether and water. The organic layer was dried, filtered and the sol... Starting materials: CCOc1cc(C(C)(C)C#N)ccc1C1=NC(c2ccc(Cl)cc2)C(c2ccc(Cl)cc2)N1C(=O)Cl, NC(=O)CN1CCNCC1. The product is CCOc1cc(C(C)(C)C#N)ccc1C1=NC(c2ccc(Cl)cc2)C(c2ccc(Cl)cc2)N1C(=O)N1CCN(CC(N)=O)CC1. As a reaction SMILES: [Cl:1][c:2]1[cH:3][cH:4][c:5]([CH:8]2[N:9]=[C:10]([c:23]3[c:24]([O:34][CH2:35][CH3:36])[cH:25][c:26]([C:29]([CH3:30])([CH3:31])[C:32]#[N:33])[cH:27][cH:28]3)[N:11]([C:20](=[O:21])[Cl:22])[CH:12]2[c:13]2[cH:14][cH:15][c:16]([Cl:19])[cH:17][cH:18]2)[cH:6][cH:7]1.[N:37]1([CH2:43][C:44](=[O:45])[NH2:46])[CH2:38][CH2:39][NH:40][CH2:41][CH2:42]1>>[Cl:1][c:2]1[cH:3][cH:4][c:5]([CH:8]2[N:9]=[C:10]([c:23]3[c:24]([O:34][CH2:35][CH3:36])[cH:25][c:26]([C:29]([CH3:30])([CH3:31])[C:32]#[N:33])[cH:27][cH:28]3)[N:11]([C:20](=[O:21])[N:40]3[CH2:39][CH2:38][N:37]([CH2:43][C:44](=[O:45])[NH2:46])[CH2:42][CH2:41]3)[CH:12]2[c:13]2[cH:14][cH:15][c:16]([Cl:19])[cH:17][cH:18]2)[cH:6][cH:7]1. Starting materials: CCOCC (ether), CC(CC(C)C)(C)C1=CC=CC1 ((1,1,3-trimethylbutyl)cyclopentadiene), CC(=O)C (acetone), N1CCCC1 (pyrrolidine). Run in O (water), CO (methanol). Yields the product CC(CC(C)C)(C)C=1C=CC(C1)=C(C)C (3-(1,1,3-trimethylbutyl)-6,6-dimethylfulvene). Yield: 93.4%. As a reaction SMILES: [CH3:1][C:2]([C:8]1[CH2:12][CH:11]=[CH:10][CH:9]=1)([CH3:7])[CH2:3][CH:4]([CH3:6])[CH3:5].[CH3:13][C:14]([CH3:16])=O.N1CCCC1.CCOCC>CO.O>[CH3:7][C:2]([C:8]1[CH:12]=[CH:11][C:10](=[C:14]([CH3:16])[CH3:13])[CH:9]=1)([CH3:1])[CH2:3][CH:4]([CH3:6])[CH3:5]. Reported procedure: To a solution of 3.00 g (18.3 mmol) of (1,1,3-trimethylbutyl)cyclopentadiene in 30 ml of methanol, 13.4 ml (182.5 mmol) of acetone and 3.1 ml (36.6 mmol) of pyrrolidine were added with ice cooling, followed by stirring at room temperature for one night. After the reaction solution was diluted with % 100 ml of ether, 50 ml of water was added. The organic phase was separated, washed with water and a saturated saline solution, then dried over anhydrous magnesium sulfate and filtered. From the filtr... The reactants are CC(C)n1nc(NC(=O)OCc2ccccc2)nc1-c1nc2c(s1)CCOc1cc(C3CN(CCS(C)(=O)=O)C3)ccc1-2, [H][H]. Yields the product CC(C)n1nc(N)nc1-c1nc2c(s1)CCOc1cc(C3CN(CCS(C)(=O)=O)C3)ccc1-2. Reaction SMILES: [CH2:1]([O:2][C:3](=[O:4])[NH:10][c:11]1[n:12][n:13]([CH:40]([CH3:41])[CH3:42])[c:14](-[c:16]2[s:17][c:18]3[c:24]([n:25]2)-[c:23]2[c:22]([cH:29][c:28]([CH:30]4[CH2:31][N:32]([CH2:34][CH2:35][S:36](=[O:37])(=[O:38])[CH3:39])[CH2:33]4)[cH:27][cH:26]2)[O:21][CH2:20][CH2:19]3)[n:15]1)[c:5]1[cH:6][cH:7][cH:8][cH:9][cH:43]1.[H:44][H:45]>>[NH2:10][c:11]1[n:12][n:13]([CH:40]([CH3:41])[CH3:42])[c:14](-[c:16]2[s:17][c:18]3[c:24]([n:25]2)-[c:23]2[c:22]([cH:29][c:28]([CH:30]4[CH2:31][N:32]([CH2:34][CH2:35][S:36](=[O:37])(=[O:38])[CH3:39])[CH2:33]4)[cH:27][cH:26]2)[O:21][CH2:20][CH2:19]3)[n:15]1.